This data is from the Open Reaction Database (ORD), a public repository of structured organic reaction records. The task is: describe an organic reaction: reactants, conditions, products, and yield The reactants are FC\1(CCN(C2=C(/C1=C/C(=O)N1CCC(CC1)N(C(C(F)(F)F)=O)CC(=O)OCC)C=CC=C2)C(=O)C2=C(N=C(S2)C2=CC=CC=C2)C)F (ethyl (Z)-[(l-{[4,4-difluoro-1-(4-methyl-2-phenylthiazole-5-carbonyl)-2,3,4,5-tetrahydro-1H-1-benzoazepin-5-ylidene]acetyl}-4-piperidyl)-(trifluoroacetyl)amino]acetate), C([O-])([O-])=O.[K+].[K+] (potassium carbonate). The solvent is C(C)O (ethanol), O (water). Run at time 3 day. The product is FC\1(CCN(C2=C(/C1=C/C(=O)N1CCC(CC1)N(C(C(F)(F)F)=O)CC(=O)O)C=CC=C2)C(=O)C2=C(N=C(S2)C2=CC=CC=C2)C)F ((Z)-[(1-{[4,4-difluoro-1-(4-methyl-2-phenylthiazole-5-carbonyl)-2,3,4,5-tetrahydro-1H-1-benzoazepin-5-ylidene]acetyl}-4-piperidyl)(trifluoroacetyl)amino]acetic acid). Yield: 25.0%. Reaction SMILES: [F:1][C:2]1([F:49])[CH2:3][CH2:4][N:5]([C:35]([C:37]2[S:41][C:40]([C:42]3[CH:47]=[CH:46][CH:45]=[CH:44][CH:43]=3)=[N:39][C:38]=2[CH3:48])=[O:36])[C:6]2[CH:34]=[CH:33][CH:32]=[CH:31][C:7]=2/[C:8]/1=[CH:9]/[C:10]([N:12]1[CH2:17][CH2:16][CH:15]([N:18]([CH2:25][C:26]([O:28]CC)=[O:27])[C:19](=[O:24])[C:20]([F:23])([F:22])[F:21])[CH2:14][CH2:13]1)=[O:11].C(=O)([O-])[O-].[K+].[K+]>C(O)C.O>[F:49][C:2]1([F:1])[CH2:3][CH2:4][N:5]([C:35]([C:37]2[S:41][C:40]([C:42]3[CH:43]=[CH:44][CH:45]=[CH:46][CH:47]=3)=[N:39][C:38]=2[CH3:48])=[O:36])[C:6]2[CH:34]=[CH:33][CH:32]=[CH:31][C:7]=2/[C:8]/1=[CH:9]/[C:10]([N:12]1[CH2:13][CH2:14][CH:15]([N:18]([CH2:25][C:26]([OH:28])=[O:27])[C:19](=[O:24])[C:20]([F:23])([F:21])[F:22])[CH2:16][CH2:17]1)=[O:11] |f:1.2.3|. Reported procedure: To a solution of 250 mg of ethyl (Z)-[(l-{[4,4-difluoro-1-(4-methyl-2-phenylthiazole-5-carbonyl)-2,3,4,5-tetrahydro-1H-1-benzoazepin-5-ylidene]acetyl}-4-piperidyl)-(trifluoroacetyl)amino]acetate in 5 ml of ethanol was added a solution of 100 mg of potassium carbonate in 2 ml of water, and the mixture was stirred at room temperature for three days. After evaporation of the solvent, water was added to the residue, and the mixture was washed with ethyl acetate (a washing A) The aqueous layer was ac... The reactants are C(C)N(C(=O)C1N=COC1C1=CC=NC=C1)C (N-ethyl-4,5-dihydro-N-methyl-5-(pyridin-4-yl)oxazole-4-carboxamide), C(C)N(C(=O)[C@@H]1N=CO[C@H]1C1=CC=NC=C1)C (trans-N-ethyl-4,5-dihydro-N-methyl-5-(pyridin-4-yl)oxazole-4-carboxamide), Cl (HCl). The solvent is CO (MeOH). Conditions: temperature 50 celsius, time 3 hour. Product: NC(C(=O)N(C)CC)C(C1=CC=NC=C1)O (2-amino-N-ethyl-3-hydroxy-N-methyl-3-pyridin-4-yl-propionamide). RXN SMILES: [CH2:1]([N:3]([CH3:17])[C:4]([CH:6]1[CH:10]([C:11]2[CH:16]=[CH:15][N:14]=[CH:13][CH:12]=2)[O:9]C=[N:7]1)=[O:5])[CH3:2].C(N(C)C([C@H]1[C@H](C2C=CN=CC=2)OC=N1)=O)C.Cl>CO>[NH2:7][CH:6]([CH:10]([OH:9])[C:11]1[CH:12]=[CH:13][N:14]=[CH:15][CH:16]=1)[C:4]([N:3]([CH2:1][CH3:2])[CH3:17])=[O:5]. Procedure details: To a solution of N-ethyl-4,5-dihydro-N-methyl-5-(pyridin-4-yl)oxazole-4-carboxamide SLA 09190 (144 mg, 0.6 mmol) in MeOH (5 mL) was added a solution of HCl 37% (240 μL). The reaction was stirred for 3 h at 50° C. and concentrated under reduced pressure. The resulting product was dissolved in MeOH and treated with amberlite (OH− form), filtered to give after evaporation a residue that was purified by column chromatography (SiO2, with a gradient of MeOH 10% in CH2Cl2) to yield to 2-amino-N-ethyl-3... Reactants: C(C1=CC=CC=C1)OC1=CC=C(C=C1)CCC1(N=C(OC1)C)CO ({4-[2-(4-benzyloxy-phenyl)-ethyl]-2-methyl-4,5-dihydro-oxazol-4-yl}-methanol). The reagents and catalysts are [Pd] (palladium on charcoal). The solvent is CO (methanol). Reaction conditions: time 5 hour. Product: OCC1(N=C(OC1)C)CCC1=CC=C(C=C1)O ((R/S)-4-[2-(4-Hydroxymethyl-2-methyl-4,5-dihydro-oxazol-4-yl)-ethyl]-phenol). RXN SMILES: C([O:8][C:9]1[CH:14]=[CH:13][C:12]([CH2:15][CH2:16][C:17]2([CH2:23][OH:24])[CH2:21][O:20][C:19]([CH3:22])=[N:18]2)=[CH:11][CH:10]=1)C1C=CC=CC=1>CO.[Pd]>[OH:24][CH2:23][C:17]1([CH2:16][CH2:15][C:12]2[CH:11]=[CH:10][C:9]([OH:8])=[CH:14][CH:13]=2)[CH2:21][O:20][C:19]([CH3:22])=[N:18]1. Procedure: To a solution of {4-[2-(4-benzyloxy-phenyl)-ethyl]-2-methyl-4,5-dihydro-oxazol-4-yl}-methanol (26.1 g, 0.08 mol) in methanol (800 ml) is added palladium on charcoal (2.6 g, 10% wt), and the reaction mixture is stirred under hydrogen atmosphere at RT for 5 hours. The reaction mixture is then filtered through celite and concentrated under vacuum. (R/S)-4-[2-(4-Hydroxymethyl-2-methyl-4,5-dihydro-oxazol-4-yl)-ethyl]-phenol is isolated in quantitative yield after crystallization with ethyl acetate an... The reactants are N[C@@H](CC1=CNC=N1)C(=O)O (L-histidine), P(O)(O)(O)=O (orthophosphoric acid), aqueous solution, F (hydrofluoric acid). Solvent: OCC(O)CO (glycerol), OCC(O)CO (glycerol), OCC(O)CO (glycerol). The product is P(=O)(O)(O)O.F.N[C@@H](CC1=CNC=N1)C(=O)O (L-histidine hydrofluoride phosphate). RXN SMILES: [NH2:1][C@H:2]([C:9]([OH:11])=[O:10])[CH2:3][C:4]1[N:8]=[CH:7][NH:6][CH:5]=1.[FH:12].[P:13](=[O:17])([OH:16])([OH:15])[OH:14]>OCC(CO)O>[P:13]([OH:17])([OH:16])([OH:15])=[O:14].[FH:12].[NH2:1][C@H:2]([C:9]([OH:11])=[O:10])[CH2:3][C:4]1[N:8]=[CH:7][NH:6][CH:5]=1 |f:4.5.6|. Reported procedure: A glycerol solution of L-histidine hydrofluoride phosphate was prepared by suspending 15.5 gm. of free-base L-histidine in 168 gm. of glycerol. Then 4 gm. of a 50% aqueous solution of hydrofluoric acid and 11.5 gm. of orthophosphoric acid were added. The mixture slowly dissolved over night to yield a slightly cloudy solution. The resulting solution was diluted to about 200 gm. with glycerol.